This data is from the Open Reaction Database (ORD), a public repository of structured organic reaction records. The task is: describe an organic reaction: reactants, conditions, products, and yield The reactants are Nc1cnc(OCC(F)(F)F)c(Br)c1, COCCOC, CCO, OB(O)c1ccc(Cl)cc1, [K+], [K+], [K+], O, O=P([O-])([O-])[O-]. Yields the product Nc1cnc(OCC(F)(F)F)c(-c2ccc(Cl)cc2)c1. RXN SMILES: [Br:1][c:2]1[cH:3][c:4]([NH2:14])[cH:5][n:6][c:7]1[O:8][CH2:9][C:10]([F:11])([F:12])[F:13].[CH3:33][O:34][CH2:35][CH2:36][O:37][CH3:38].[CH3:39][CH2:40][OH:41].[Cl:15][c:16]1[cH:17][cH:18][c:19]([B:22]([OH:23])[OH:24])[cH:20][cH:21]1.[K+:30].[K+:31].[K+:32].[OH2:42].[P:25]([O-:26])([O-:27])([O-:28])=[O:29]>>[c:2]1(-[c:19]2[cH:18][cH:17][c:16]([Cl:15])[cH:21][cH:20]2)[cH:3][c:4]([NH2:14])[cH:5][n:6][c:7]1[O:8][CH2:9][C:10]([F:11])([F:12])[F:13]. The reactants are crystals, [OH-].[Na+] (sodium hydroxide), C(C)(=O)O[C@@H]1[C@@]2([C@]3(C=CC(C=C3CC[C@H]2[C@@H]2CC[C@H]([C@@]2(C)C1)SC1=CC=CC=C1)=O)C)F ((11β,17α)-11-(acetyloxy)-9-fluoro-17-(phenylthio)androsta-1,4-dien-3-one), C(Cl)(Cl)Cl (chloroform), C(C)(=O)OCC (ethyl acetate). Solvent: O1CCCC1 (tetrahydrofuran), CO (methanol). Conditions: time 8 hour. The product is F[C@@]12[C@]3(C=CC(C=C3CC[C@H]1[C@@H]1CC[C@H]([C@@]1(C)C[C@@H]2O)SC2=CC=CC=C2)=O)C ((11β,17α)-9-Fluoro-11-hydroxy-17-(phenylthio)androsta-1,4-dien-3-one). Reaction SMILES: C([O:4][C@H:5]1[CH2:22][C@@:20]2([CH3:21])[C@@H:16]([CH2:17][CH2:18][C@H:19]2[S:23][C:24]2[CH:29]=[CH:28][CH:27]=[CH:26][CH:25]=2)[C@H:15]2[C@@:6]1([F:32])[C@:7]1([CH3:31])[C:12]([CH2:13][CH2:14]2)=[CH:11][C:10](=[O:30])[CH:9]=[CH:8]1)(=O)C.[OH-].[Na+].C(Cl)(Cl)Cl.C(OCC)(=O)C>O1CCCC1.CO>[F:32][C@:6]12[C@@H:5]([OH:4])[CH2:22][C@@:20]3([CH3:21])[C@@H:16]([CH2:17][CH2:18][C@H:19]3[S:23][C:24]3[CH:29]=[CH:28][CH:27]=[CH:26][CH:25]=3)[C@@H:15]1[CH2:14][CH2:13][C:12]1[C@:7]2([CH3:31])[CH:8]=[CH:9][C:10](=[O:30])[CH:11]=1 |f:1.2|. Reported procedure: To a stirred mixture of (11β,17α)-11-(acetyloxy)-9-fluoro-17-(phenylthio)androsta-1,4-dien-3-one (300 mg) in tetrahydrofuran (12.0 ml) and methanol (6.0 ml) (in a nitrogen atmosphere) was added 1.5 ml of a 12% sodium hydroxide solution. TLC (7:3, chloroform:ethyl acetate) taken after 1 hour showed the reaction to be complete. After a total of 1.5 hours at room temperature, the reaction was quenched with water and extracted with chloroform (3×50 ml). The chloroform extracts were pooled, dried ove... The reactants are [H-].[Na+] (sodium hydride), CN(C)C=O (DMF), BrCCCC(=O)OCC (ethyl 4-bromobutyrate), CN(C)C=O (DMF), OC=1C=C(C=CC1)C=1C=C(C(NC1C)=O)C#N (5-(3-hydroxyphenyl)-6-methyl-2-oxo-1,2-dihydro-3-pyridinecarbonitrile). Conditions: time 30 minute. Yields the product C(=O)(OCC)CCCOC1=C(C=CC=C1)C=1CC(C(NC1C)=O)C#N (5-(3-carboethoxypropyloxyphenyl)-6-methyl-2-oxo-1,3-dihydro-3 -pyridinecarbonitrile). As a reaction SMILES: [H-].[Na+].O[C:4]1[CH:5]=[C:6]([C:10]2[CH:11]=[C:12]([C:18]#[N:19])[C:13](=[O:17])[NH:14][C:15]=2[CH3:16])[CH:7]=[CH:8][CH:9]=1.Br[CH2:21][CH2:22][CH2:23][C:24]([O:26][CH2:27][CH3:28])=[O:25].CN(C=[O:33])C>>[C:24]([CH2:23][CH2:22][CH2:21][O:33][C:7]1[CH:8]=[CH:9][CH:4]=[CH:5][C:6]=1[C:10]1[CH2:11][CH:12]([C:18]#[N:19])[C:13](=[O:17])[NH:14][C:15]=1[CH3:16])([O:26][CH2:27][CH3:28])=[O:25] |f:0.1|. Procedure: A dispersion of 337 mg (14.0 mmol) of 60% sodium hydride in mineral oil and5 ml of DMF is treated, dropwise, with a solution of 1.60 g (7.0 mmol) of 5-(3-hydroxyphenyl)-6-methyl-2-oxo-1,2-dihydro-3-pyridinecarbonitrile. Thereaction is stirred 30 min at RT, then cooled in an ice bath and 1.36 g (7.0 mmol) of ethyl 4-bromobutyrate in 5 ml of DMF is added dropwise. The reaction is allowed to slowly come to RT and stirred over night. The mixture is concentrated under vacuum, the residue is taken up ... Product: Cc1ccc2c(c1)NC(=O)C(NC(=O)OC(C)(C)C)CN2C(=O)c1cccs1. Reaction SMILES: [Cl:37][CH2:38][CH2:39][Cl:40].[O:1]=[C:2]1[CH:3]([NH:14][C:15](=[O:16])[O:17][C:18]([CH3:19])([CH3:20])[CH3:21])[CH2:4][NH:5][c:6]2[c:7]([cH:9][c:10]([CH3:13])[cH:11][cH:12]2)[NH:8]1.[OH2:36].[cH:30]1[cH:31][cH:32][n:33][cH:34][cH:35]1.[s:22]1[c:23]([C:27](=[O:28])[Cl:29])[cH:24][cH:25][cH:26]1>>[O:1]=[C:2]1[CH:3]([NH:14][C:15](=[O:16])[O:17][C:18]([CH3:19])([CH3:20])[CH3:21])[CH2:4][N:5]([C:27]([c:23]2[s:22][cH:26][cH:25][cH:24]2)=[O:28])[c:6]2[c:7]([cH:9][c:10]([CH3:13])[cH:11][cH:12]2)[NH:8]1. Starting materials: ClCCCl, Cc1ccc2c(c1)NC(=O)C(NC(=O)OC(C)(C)C)CN2, O, c1ccncc1, O=C(Cl)c1cccs1. Starting materials: P(=O)(Cl)(Cl)Cl (phosphorus oxychloride), resultant suspension, C(C1=CC=CC=C1)(C1=CC=CC=C1)OC(=O)CON=C(C(=O)O)C=1N=C(SC1)NC=O (2-benzhydryloxycarbonylmethoxyimino-2-(2-formamidothiazol-4-yl)acetic acid), Cl.NC1[C@@H]2N(C(=C(CS2)C=C)C(=O)OC(C2=CC=CC=C2)C2=CC=CC=C2)C1=O (benzhydryl 7-amino-3-vinyl-3-cephem-4-carboxylate hydrochloride), C[Si](C)(C)CC(=O)N (trimethylsilylacetamide). Run in O1CCCC1 (tetrahydrofuran), CN(C=O)C (N,N-dimethylformamide), C(C)(=O)OCC (ethyl acetate), O (water), C(C)(=O)OCC (ethyl acetate). Conditions: time 30 minute. Product: C(C1=CC=CC=C1)(C1=CC=CC=C1)OC(=O)CON=C(C(=O)NC1[C@@H]2N(C(=C(CS2)C=C)C(=O)OC(C2=CC=CC=C2)C2=CC=CC=C2)C1=O)C=1N=C(SC1)NC=O (benzhydryl 7-[2-benzhydryloxycarbonylmethoxyimino-2-(2-formamidothiazol-4-yl)acetamido]-3-vinyl-3-cephem-4-carboxylate). Yield: 93.9%. Reaction SMILES: P(Cl)(Cl)(Cl)=O.[CH:6]([O:19][C:20]([CH2:22][O:23][N:24]=[C:25]([C:29]1[N:30]=[C:31]([NH:34][CH:35]=[O:36])[S:32][CH:33]=1)[C:26]([OH:28])=O)=[O:21])([C:13]1[CH:18]=[CH:17][CH:16]=[CH:15][CH:14]=1)[C:7]1[CH:12]=[CH:11][CH:10]=[CH:9][CH:8]=1.Cl.[NH2:38][CH:39]1[C:64](=[O:65])[N:41]2[C:42]([C:48]([O:50][CH:51]([C:58]3[CH:63]=[CH:62][CH:61]=[CH:60][CH:59]=3)[C:52]3[CH:57]=[CH:56][CH:55]=[CH:54][CH:53]=3)=[O:49])=[C:43]([CH:46]=[CH2:47])[CH2:44][S:45][C@H:40]12.C[Si](CC(N)=O)(C)C>O1CCCC1.C(OCC)(=O)C.O.CN(C)C=O>[CH:6]([O:19][C:20]([CH2:22][O:23][N:24]=[C:25]([C:29]1[N:30]=[C:31]([NH:34][CH:35]=[O:36])[S:32][CH:33]=1)[C:26]([NH:38][CH:39]1[C:64](=[O:65])[N:41]2[C:42]([C:48]([O:50][CH:51]([C:52]3[CH:53]=[CH:54][CH:55]=[CH:56][CH:57]=3)[C:58]3[CH:63]=[CH:62][CH:61]=[CH:60][CH:59]=3)=[O:49])=[C:43]([CH:46]=[CH2:47])[CH2:44][S:45][C@H:40]12)=[O:28])=[O:21])([C:7]1[CH:12]=[CH:11][CH:10]=[CH:9][CH:8]=1)[C:13]1[CH:14]=[CH:15][CH:16]=[CH:17][CH:18]=1 |f:2.3|. Procedure: Vilsmeir reagent was prepared from phosphorus oxychloride (1.28 ml) and N,N-dimethylformamide (1.06 ml) in tetrahydrofuran (35 ml) in a usual manner. To the resultant suspension was added 2-benzhydryloxycarbonylmethoxyimino-2-(2-formamidothiazol-4-yl)acetic acid (syn isomer) (5 g) under ice-cooling, and the mixture was stirred at the same temperature for 30 minutes to prepare the activated acid solution. This solution was added at a time to a solution of benzhydryl 7-amino-3-vinyl-3-cephem-4-car... Starting materials: C(C)(=O)[O-].[NH4+] (Ammonium acetate), C(#N)[BH3-].[Na+] (sodium cyanoborohydride), 3A, CC(=CCOC1=CC=C(OCC(C)=O)C=C1)C (4-(3-methyl-2-butenoxy)phenoxyacetone). Run in CO (methanol). Conditions: time 4 day. Product: CC(=CCOC1=CC=C(OCC(C)N)C=C1)C (2-[4-(3-methyl-2-butenoxy)phenoxy]-1-methylethylamine). Reaction SMILES: C([O-])(=O)C.[NH4+].C([BH3-])#[N:7].[Na+].[CH3:10][C:11]([CH3:26])=[CH:12][CH2:13][O:14][C:15]1[CH:25]=[CH:24][C:18]([O:19][CH2:20][C:21](=O)[CH3:22])=[CH:17][CH:16]=1>CO>[CH3:10][C:11]([CH3:26])=[CH:12][CH2:13][O:14][C:15]1[CH:25]=[CH:24][C:18]([O:19][CH2:20][CH:21]([NH2:7])[CH3:22])=[CH:17][CH:16]=1 |f:0.1,2.3|. Procedure: Ammonium acetate (3.29 g, 42.7 mmol), sodium cyanoborohydride (0.20 g, 3.0 mmol) and 3A molecular sieves are added to the above phenoxyacetone (1.0 g, 4.3 mmol) in 20 ml of anhydrous methanol under N2 and at RT. The reaction is stirred at RT for 4 days. The methanol is removed by rotoevaporation, and ether and water are added to the residue, followed by 10% NaOH. The mixture is extracted with ether (3×), and the combined organic layers are washed with water until neutral, dried and filtered and ... As a reaction SMILES: [Cl:1][c:2]1[c:3]2[c:4]([n:5][cH:6][cH:7]1)[n:8]([CH2:11][c:12]1[cH:13][cH:14][c:15]([O:16][CH3:17])[cH:18][cH:19]1)[n:9][cH:10]2.[F:20][C:21]([F:22])([F:23])[C:24]([OH:25])=[O:26]>>[Cl:1][c:2]1[c:3]2[c:4]([n:5][cH:6][cH:7]1)[nH:8][n:9][cH:10]2. Starting materials: COc1ccc(Cn2ncc3c(Cl)ccnc32)cc1, O=C(O)C(F)(F)F. Product: Clc1ccnc2[nH]ncc12. Starting materials: BrCC=1C=C(C(=O)OCC)C=C(N1)OC (Ethyl 2-bromomethyl-6-methoxyisonicotinate), C1N2CN3CN1CN(C2)C3 (hexamethylenetetramine), C1N2CN3CN1CN(C2)C3 (hexamethylenetetramine). The solvent is C(Cl)(Cl)Cl (chloroform), C(Cl)(Cl)Cl (chloroform). Reaction conditions: time 4.5 hour. The product is NCC=1C=C(C(=O)OCC)C=C(N1)OC (Ethyl 2-aminomethyl-6-methoxyisonicotinate). As a reaction SMILES: C1N2CN3CN(C2)C[N:2]1C3.Br[CH2:12][C:13]1[CH:14]=[C:15]([CH:21]=[C:22]([O:24][CH3:25])[N:23]=1)[C:16]([O:18][CH2:19][CH3:20])=[O:17]>C(Cl)(Cl)Cl>[NH2:2][CH2:12][C:13]1[CH:14]=[C:15]([CH:21]=[C:22]([O:24][CH3:25])[N:23]=1)[C:16]([O:18][CH2:19][CH3:20])=[O:17]. Procedure details: 6.72 g (47.9 mmol) of hexamethylenetetramine (urotropin) were initially introduced in 250 ml of chloroform and a solution of 10.95 g (39.95 mmol) of ethyl 2-bromomethyl-6-methoxyisonicotinate (20c) in chloroform was added dropwise at 0° C. The mixture was stirred at RT for 4.5 hours and after this a further 3.36 g (24.0 mmol) of hexamethylenetetramine (urotropin) was added. After standing at RT for a further 60 hours, the solvent was distilled off under reduced pressure and the residue was disso... Reactants: three, BrC1=C(C=CC(=C1)Cl)O (2-bromo-4-chlorophenol), [OH-].[K+] (Potassium hydroxide), ice water, C(C1=CC=CC=C1)Br (benzylbromide). The solvent is CS(=O)C (dimethylsulfoxide), CS(=O)C (dimethylsulfoxide). The product is BrC1=C(C=CC(=C1)Cl)C(C1=CC=CC=C1)OC(C1=CC=CC=C1)C1=C(C=C(C=C1)Cl)Br (2-bromo-4-chlorophenyl benzylether). The yield is 93.9%. Reaction SMILES: [OH-:1].[K+].[Br:3][C:4]1[CH:9]=[C:8]([Cl:10])[CH:7]=[CH:6][C:5]=1O.[CH2:12](Br)[C:13]1[CH:18]=[CH:17][CH:16]=[CH:15][CH:14]=1>CS(C)=O>[Br:3][C:4]1[CH:9]=[C:8]([Cl:10])[CH:7]=[CH:6][C:5]=1[CH:12]([O:1][CH:12]([C:5]1[CH:6]=[CH:7][C:8]([Cl:10])=[CH:9][C:4]=1[Br:3])[C:13]1[CH:18]=[CH:17][CH:16]=[CH:15][CH:14]=1)[C:13]1[CH:18]=[CH:17][CH:16]=[CH:15][CH:14]=1 |f:0.1|. Reported procedure: In a 500 ml three neck round bottom flask equipped with a magnetic stirrer, thermometer, condenser, addition funnel and nitrogen inlet, is placed 30 ml of dimethylsulfoxide. Potassium hydroxide (20 g, 0.36 mol.) is added to this followed by the dropwise addition of 2-bromo-4-chlorophenol (50 g, 0.24 mol) in 25 ml of dimethylsulfoxide. This solution is stirred for half an hour, then benzylbromide (41 g, 0.24 mol) is added dropwise, and the reaction stirred for another 3 hours. The reaction is the... Reactants: COC1=C(OC)C(=O)C(Cc2ccc(C(=O)O)c(OC(C)=O)c2)=C(C)C1=O, CO, [Na+], O, O=C([O-])O. Yields the product COC1=C(OC)C(=O)C(Cc2ccc(C(=O)O)c(O)c2)=C(C)C1=O. RXN SMILES: [CH3:1][O:2][C:3]1=[C:8]([O:9][CH3:10])[C:7](=[O:11])[C:6]([CH2:12][c:13]2[cH:14][c:15]([O:22][C:23](=[O:24])[CH3:25])[c:16]([C:17](=[O:18])[OH:19])[cH:20][cH:21]2)=[C:5]([CH3:26])[C:4]1=[O:27].[CH3:33][OH:34].[Na+:28].[OH2:35].[OH:29][C:30](=[O:31])[O-:32]>>[CH3:1][O:2][C:3]1=[C:8]([O:9][CH3:10])[C:7](=[O:11])[C:6]([CH2:12][c:13]2[cH:14][c:15]([OH:22])[c:16]([C:17](=[O:18])[OH:19])[cH:20][cH:21]2)=[C:5]([CH3:26])[C:4]1=[O:27].